From a dataset of the Open Reaction Database (ORD), a public repository of structured organic reaction records. describe an organic reaction: reactants, conditions, products, and yield Yield: 61.5%. Reaction SMILES: [CH:1]1([NH2:5])[CH2:4][CH2:3][CH2:2]1.[CH2:6]=[C:7]1[O:11][C:9](=[O:10])[CH2:8]1>O1CCCC1>[CH:1]1([NH:5][C:9](=[O:10])[CH2:8][C:7](=[O:11])[CH3:6])[CH2:4][CH2:3][CH2:2]1. The product is C1(CCC1)NC(CC(C)=O)=O (N-Cyclobutyl-3-oxobutanamide). Starting materials: C1(CCC1)N (cyclobutylamine), C=C1CC(=O)O1 (diketene). Conditions: temperature 0 celsius, time 1 hour. Solvent: O1CCCC1 (tetrahydrofuran), O1CCCC1 (tetrahydrofuran). Procedure: A solution of 20.00 g (0.28 mol) cyclobutylamine in 50 ml tetrahydrofuran was added dropwise to a solution of 22.00 g of diketene (0.26 mole) in 200 ml tetrahydrofuran at −5 to 0° C. After 1 h stirring at 0° C. no more starting material was detected by thin layer chromatography. The reaction mixture was evaporated and the residue is recrystallized from 100 ml of ethyl acetate. This gave 24.60 g (0.16 mol, 61% yield) of a white solid. Reactants: C(C)(C)(C)OC(=O)N(CCOC=1C=C(C(=O)O)C=C(C1)Cl)C1=CC=NC=C1 (3-[2-(tert-butoxycarbonyl-pyridin-4-yl-amino)-ethoxy]-5-chloro-benzoic acid), CN(C)C(=[N+](C)C)ON1C2=C(C=CC=C2)N=N1.[B-](F)(F)(F)F (TBTU), C=1C=CC2=C(C1)N=NN2O (HOBt), CCN(C(C)C)C(C)C (DIPEA), C(C)(C)NCCC1=NC(=NO1)N (5-(2-isopropylamino-ethyl)-[1,2,4]oxadiazol-3-ylamine). Solvent: CN(C)C=O (DMF). Run at time 10 day. Yields the product C(C)(C)(C)OC(N(C1=CC=NC=C1)CCOC1=CC(=CC(=C1)Cl)C(N(C(C)C)CCC1=NC(=NO1)N)=O)=O ([2-(3-{[2-(3-Amino-[1,2,4]oxadiazol-5-yl)-ethyl]-isopropyl-carbamoyl}-5-chloro-phenoxy)-ethyl]-pyridin-4-yl-carbamic acid tert-butyl ester). The yield is 47.8%. As a reaction SMILES: [C:1]([O:5][C:6]([N:8]([C:22]1[CH:27]=[CH:26][N:25]=[CH:24][CH:23]=1)[CH2:9][CH2:10][O:11][C:12]1[CH:13]=[C:14]([CH:18]=[C:19]([Cl:21])[CH:20]=1)[C:15]([OH:17])=O)=[O:7])([CH3:4])([CH3:3])[CH3:2].CN(C(ON1N=NC2C=CC=CC1=2)=[N+](C)C)C.[B-](F)(F)(F)F.C1C=CC2N(O)N=NC=2C=1.CCN(C(C)C)C(C)C.[CH:69]([NH:72][CH2:73][CH2:74][C:75]1[O:79][N:78]=[C:77]([NH2:80])[N:76]=1)([CH3:71])[CH3:70]>CN(C=O)C>[C:1]([O:5][C:6](=[O:7])[N:8]([CH2:9][CH2:10][O:11][C:12]1[CH:20]=[C:19]([Cl:21])[CH:18]=[C:14]([C:15](=[O:17])[N:72]([CH2:73][CH2:74][C:75]2[O:79][N:78]=[C:77]([NH2:80])[N:76]=2)[CH:69]([CH3:71])[CH3:70])[CH:13]=1)[C:22]1[CH:27]=[CH:26][N:25]=[CH:24][CH:23]=1)([CH3:4])([CH3:2])[CH3:3] |f:1.2|. Procedure: To a stirred solution of 3-[2-(tert-butoxycarbonyl-pyridin-4-yl-amino)-ethoxy]-5-chloro-benzoic acid (0.104 g), TBTU (0.128 g), and HOBt (0.061 g) in DMF (1 ml) was added DIPEA (0.139 ml) and 5-(2-isopropylamino-ethyl)-[1,2,4]oxadiazol-3-ylamine (0.05 g). The reaction mixture was stirred at room temperature for 10 days, then silica was added and the solvent removed by evaporation at reduced pressure. The resulting silica was loaded onto the top of a column of silica which was then eluted with a ... Reactants: ice water, C1=C(C=CC2=CC=CC=C12)O (2-naphthol), [H-].[Na+] (sodium hydride), ClCC1=CC=C(C(=O)OC)C=C1 (methyl 4-(chloromethyl)benzoate), [I-].[Na+] (sodium iodide). Solvent: CN(C)C=O (DMF). Conditions: time 3 hour. Product: C1=C(C=CC2=CC=CC=C12)OCC1=CC=C(C(=O)OC)C=C1 (methyl 4-(2-naphthyloxymethyl)benzoate). Isolated yield 82.2%. Reaction SMILES: [CH:1]1[C:10]2[C:5](=[CH:6][CH:7]=[CH:8][CH:9]=2)[CH:4]=[CH:3][C:2]=1[OH:11].[H-].[Na+].Cl[CH2:15][C:16]1[CH:25]=[CH:24][C:19]([C:20]([O:22][CH3:23])=[O:21])=[CH:18][CH:17]=1.[I-].[Na+]>CN(C=O)C>[CH:1]1[C:10]2[C:5](=[CH:6][CH:7]=[CH:8][CH:9]=2)[CH:4]=[CH:3][C:2]=1[O:11][CH2:15][C:16]1[CH:25]=[CH:24][C:19]([C:20]([O:22][CH3:23])=[O:21])=[CH:18][CH:17]=1 |f:1.2,4.5|. Reported procedure: To a solution of 2-naphthol (26 g) in DMF (300 ml) is added sodium hydride (7.2 g of 60% dispersion). When gas evolution ceases, methyl 4-(chloromethyl)benzoate (32.9 g) and sodium iodide (10 g) are added, and the reaction mixture is stirred at 140° for 3 hr, and at 90° for an additional 18 hr. The mixture is cooled, poured into 2000 ml ice water, and the product extracted with 1:1 ether-hexane. The extracts are dried, filtered, and concentrated, providing methyl 4-(2-naphthyloxymethyl)benzoate ... Starting materials: CC=1C2=C(C=C3CCCNC13)CCN(CC2)C(=O)OC(C)(C)C (t-butyl 11-methyl-1,2,3,4,6,7,9,10-octahydro-8H-azepino[4,5-g]quinoline-8-carboxylate), ClC(=O)OCC (ethyl chloroformate). Solvent: N1=CC=CC=C1 (pyridine). Run at time 30 minute. Yields the product CC=1C2=C(C=C3CCCN(C13)C(=O)OCC)CCN(CC2)C(=O)OC(C)(C)C (8-t-butyl 1-ethyl 11-methyl-3,4,6,7,9,10-hexahydro-1H-azepino[4,5-g]quinoline-1,8(2H)-dicarboxylate). RXN SMILES: [CH3:1][C:2]1[C:3]2[CH2:16][CH2:15][N:14]([C:17]([O:19][C:20]([CH3:23])([CH3:22])[CH3:21])=[O:18])[CH2:13][CH2:12][C:4]=2[CH:5]=[C:6]2[C:11]=1[NH:10][CH2:9][CH2:8][CH2:7]2.Cl[C:25]([O:27][CH2:28][CH3:29])=[O:26]>N1C=CC=CC=1>[CH3:1][C:2]1[C:3]2[CH2:16][CH2:15][N:14]([C:17]([O:19][C:20]([CH3:23])([CH3:22])[CH3:21])=[O:18])[CH2:13][CH2:12][C:4]=2[CH:5]=[C:6]2[C:11]=1[N:10]([C:25]([O:27][CH2:28][CH3:29])=[O:26])[CH2:9][CH2:8][CH2:7]2. Procedure details: To a solution of 201 mg of t-butyl 11-methyl-1,2,3,4,6,7,9,10-octahydro-8H-azepino[4,5-g]quinoline-8-carboxylate in 2 ml of pyridine was added 0.1 ml of ethyl chloroformate, followed by stirring at room temperature for 30 minutes. The reaction mixture was concentrated under reduced pressure and the residue was purified by silica gel chromatography (elution solvent: HEX-EtOAc) to obtain 261 mg of 8-t-butyl 1-ethyl 11-methyl-3,4,6,7,9,10-hexahydro-1H-azepino[4,5-g]quinoline-1,8(2H)-dicarboxylate a... The reactants are CC(=CBr)c1ccc(Cl)c(Cl)c1, CN1CCc2[nH]c3ccc(Cl)cc3c2CC1, [Cu]I, [K+], [K+], [K+], CN(C)C=O, O=C(O)C1CCCN1, O=P([O-])([O-])[O-]. Yields the product CC(=Cn1c2c(c3cc(Cl)ccc31)CCN(C)CC2)c1ccc(Cl)c(Cl)c1. RXN SMILES: [Br:33][CH:34]=[C:35]([CH3:36])[c:37]1[cH:38][c:39]([Cl:44])[c:40]([Cl:43])[cH:41][cH:42]1.[Cl:1][c:2]1[cH:3][c:4]2[c:5]3[c:6]([nH:7][c:8]2[cH:9][cH:10]1)[CH2:11][CH2:12][N:13]([CH3:16])[CH2:14][CH2:15]3.[Cu:50][I:51].[K+:30].[K+:31].[K+:32].[O:45]=[CH:46][N:47]([CH3:48])[CH3:49].[OH:17][C:18]([CH:19]1[NH:20][CH2:21][CH2:22][CH2:23]1)=[O:24].[P:25]([O-:26])([O-:27])([O-:28])=[O:29]>>[Cl:1][c:2]1[cH:3][c:4]2[c:5]3[c:6]([n:7]([CH:34]=[C:35]([CH3:36])[c:37]4[cH:38][c:39]([Cl:44])[c:40]([Cl:43])[cH:41][cH:42]4)[c:8]2[cH:9][cH:10]1)[CH2:11][CH2:12][N:13]([CH3:16])[CH2:14][CH2:15]3.